From a dataset of the Open Reaction Database (ORD), a public repository of structured organic reaction records. describe an organic reaction: reactants, conditions, products, and yield Reactants: CCCC[N+](CCCC)(CCCC)CCCC.[F-] (TBAF), [Si](C1=CC=CC=C1)(C1=CC=CC=C1)(C(C)(C)C)OCC=1C(=C(C2=C(C(=NO2)C(=O)OCC)C1)F)N1C[C@H](O[C@H](C1)C)C (Ethyl 5-((tert-butyldiphenylsilyloxy)methyl)-6-((2R,6S)-2,6-dimethylmorpholino)-7-fluorobenzo[d]isoxazole-3-carboxylate), [Si](C1=CC=CC=C1)(C1=CC=CC=C1)(C(C)(C)C)OCC=1C(=C(C2=C(C(=NO2)C(=O)OCC)C1)F)N1C[C@H](O[C@H](C1)C)C (Ethyl 5-((tert-butyldiphenylsilyloxy)methyl)-6-((2R,6S)-2,6-dimethylmorpholino)-7-fluorobenzo[d]isoxazole-3-carboxylate), C(C)(=O)O (acetic acid). Run in C1CCOC1 (THF), O (water). Reaction conditions: time 30 minute. The product is C[C@H]1O[C@H](CN(C1)C1=C(C2=C(C(=NO2)C(=O)OCC)C=C1CO)F)C (ethyl 6-((2R,6S)-2,6-dimethylmorpholino)-7-fluoro-5-(hydroxymethyl)benzo[d]isoxazole-3-carboxylate). Reaction SMILES: [Si]([O:18][CH2:19][C:20]1[C:21]([N:35]2[CH2:40][C@H:39]([CH3:41])[O:38][C@H:37]([CH3:42])[CH2:36]2)=[C:22]([F:34])[C:23]2[O:27][N:26]=[C:25]([C:28]([O:30][CH2:31][CH3:32])=[O:29])[C:24]=2[CH:33]=1)(C(C)(C)C)(C1C=CC=CC=1)C1C=CC=CC=1.C(O)(=O)C.CCCC[N+](CCCC)(CCCC)CCCC.[F-]>C1COCC1.O>[CH3:41][C@@H:39]1[CH2:40][N:35]([C:21]2[C:20]([CH2:19][OH:18])=[CH:33][C:24]3[C:25]([C:28]([O:30][CH2:31][CH3:32])=[O:29])=[N:26][O:27][C:23]=3[C:22]=2[F:34])[CH2:36][C@H:37]([CH3:42])[O:38]1 |f:2.3|. Procedure details: Ethyl 5-((tert-butyldiphenylsilyloxy)methyl)-6-((2R,6S)-2,6-dimethylmorpholino)-7-fluorobenzo[d]isoxazole-3-carboxylate (Intermediate 204, 693 mg, 1.17 mmol) was dissolved in THF (3 ml) along with acetic acid (0.134 ml, 2.35 mmol). TBAF (1N in THF, 1.290 ml, 1.29 mmol) was added and the reaction was stirred at room temperature for 30 minutes. The reaction was diluted with water and extracted 2× with ethyl acetate. The organic layers were combined, washed with brine, dried over MgSO4 and concentr... Starting materials: CSCOC1CC(n2cc(C#CCNC(=O)C(F)(F)F)c(NC(=O)c3ccccc3)nc2=O)OC1CO[Si](C)(C)C(C)(C)C, C1=CCCCC1, ClCCl, [N-]=[N+]=[N-], [Na+], CN(C)C=O. Product: CC(C)(C)[Si](C)(C)OCC1OC(n2cc(C#CCNC(=O)C(F)(F)F)c(NC(=O)c3ccccc3)nc2=O)CC1OCN=[N+]=[N-]. RXN SMILES: [C:1]([c:2]1[cH:3][cH:4][cH:5][cH:6][cH:7]1)(=[O:8])[NH:9][c:10]1[n:11][c:12](=[O:44])[n:13]([CH:14]2[CH2:15][CH:16]([O:17][CH2:18][S:19][CH3:20])[CH:21]([CH2:22][O:23][Si:24]([CH3:25])([CH3:26])[C:27]([CH3:28])([CH3:29])[CH3:30])[O:31]2)[cH:32][c:33]1[C:34]#[C:35][CH2:36][NH:37][C:38]([C:39]([F:40])([F:41])[F:42])=[O:43].[CH2:45]1[CH2:46][CH:47]=[CH:48][CH2:49][CH2:50]1.[Cl:55][CH2:56][Cl:57].[N-:52]=[N+:53]=[N-:54].[Na+:51].[O:58]=[CH:59][N:60]([CH3:61])[CH3:62]>>[C:1]([c:2]1[cH:3][cH:4][cH:5][cH:6][cH:7]1)(=[O:8])[NH:9][c:10]1[n:11][c:12](=[O:44])[n:13]([CH:14]2[CH2:15][CH:16]([O:17][CH2:18][N:52]=[N+:53]=[N-:54])[CH:21]([CH2:22][O:23][Si:24]([CH3:25])([CH3:26])[C:27]([CH3:28])([CH3:29])[CH3:30])[O:31]2)[cH:32][c:33]1[C:34]#[C:35][CH2:36][NH:37][C:38]([C:39]([F:40])([F:41])[F:42])=[O:43]. The reactants are CC1(OC2=C(C3=C1SCC3)C(=CC(=C2)C(C)CCCCC)O)C (1,2-dihydro-4,4-dimethyl-7-(2-heptyl)-9-hydroxy-4H-thieno[2,3-c] [1]benzopyran), O1CCN(CC1)CC(=O)O (morpholinoacetic acid), C1(CCCCC1)N=C=NC1CCCCC1 (dicyclohexylcarbodiimide). The product is CC1(OC2=C(C3=C1SCC3)C(=CC(=C2)C(C)CCCCC)OC(CN2CCOCC2)=O)C (1,2-Dihydro-4,4-dimethyl-7-(2-heptyl)-9-morpholinoacetoxy-4H-thieno[2,3-c] [1]benzopyran). RXN SMILES: [CH3:1][C:2]1([CH3:23])[C:7]2[S:8][CH2:9][CH2:10][C:6]=2[C:5]2[C:11]([OH:22])=[CH:12][C:13]([CH:15]([CH2:17][CH2:18][CH2:19][CH2:20][CH3:21])[CH3:16])=[CH:14][C:4]=2[O:3]1.[O:24]1[CH2:29][CH2:28][N:27]([CH2:30][C:31](O)=[O:32])[CH2:26][CH2:25]1.C1(N=C=NC2CCCCC2)CCCCC1>>[CH3:23][C:2]1([CH3:1])[C:7]2[S:8][CH2:9][CH2:10][C:6]=2[C:5]2[C:11]([O:22][C:31](=[O:32])[CH2:30][N:27]3[CH2:28][CH2:29][O:24][CH2:25][CH2:26]3)=[CH:12][C:13]([CH:15]([CH2:17][CH2:18][CH2:19][CH2:20][CH3:21])[CH3:16])=[CH:14][C:4]=2[O:3]1. Procedure: By reacting 1,2-dihydro-7-(2-heptyl)-9-hydroxy-4-oxo-4H-thieno[2,3-c] [1]benzopyran with methyl magnesium bromide in a procedure similar to that described hereinabove in Example 8, there is obtained 1,2-dihydro-4,4-dimethyl-7-(2-heptyl)-9-hydroxy-4H-thieno[2,3-c] [1]benzopyran. The benzopyran is then reacted with morpholinoacetic acid and dicyclohexylcarbodiimide to yield the desired ester. The reactants are C(C)(C)(C)OC(=O)N1CCC(CC1)COC1=C(C=CC(=C1)[N+](=O)[O-])Cl (4-(2-Chloro-5-nitro-phenoxymethyl)-piperidine-1-carboxylic acid tert-butyl ester). The solvent is C(=O)(C(F)(F)F)O (TFA). Reaction conditions: time 2 hour. Product: ClC1=C(OCC2CCNCC2)C=C(C=C1)[N+](=O)[O-] (4-(2-chloro-5-nitro-phenoxymethyl)-piperidine). Reaction SMILES: C(OC([N:8]1[CH2:13][CH2:12][CH:11]([CH2:14][O:15][C:16]2[CH:21]=[C:20]([N+:22]([O-:24])=[O:23])[CH:19]=[CH:18][C:17]=2[Cl:25])[CH2:10][CH2:9]1)=O)(C)(C)C>C(O)(C(F)(F)F)=O>[Cl:25][C:17]1[CH:18]=[CH:19][C:20]([N+:22]([O-:24])=[O:23])=[CH:21][C:16]=1[O:15][CH2:14][CH:11]1[CH2:10][CH2:9][NH:8][CH2:13][CH2:12]1. Reported procedure: 4-(2-Chloro-5-nitro-phenoxymethyl)-piperidine-1-carboxylic acid tert-butyl ester (14.58 g, 39.3 mmol) was dissolved in TFA (100 mL). After stirring for 2 h at RT, the mixture was concentrated in vacuo and taken up into EtOAc and washed with NaOH, then NaHCO3 (sat). The organic layer was dried with Na2SO4, filtered and evaporated to yield the title compound as a yellow solid. MS(MH+)=NA; Calc'd 269.07 for C12H15ClN2O3. The reactants are aqueous solution, C([O-])([O-])=O.[K+].[K+] (potassium carbonate), C(=O)C1=C(C=CC=C1)C=1C2=CC=CC=C2C=2C=CC=CC2C1 (9-(2-formylphenyl)phenanthrene). Reagents/catalysts: CS(=O)(=O)O (methanesulfonic acid). Run in ClCCl (dichloromethane). Reaction conditions: time 8 hour. The product is C1=CC=CC2=C1C1=C3C=CC=CC3=CC=C1C1=CC=CC=C21 (benzo[g]chrysene). The yield is 44.0%. As a reaction SMILES: [CH:1]([C:3]1[CH:8]=[CH:7][CH:6]=[CH:5][C:4]=1[C:9]1[C:10]2[C:15]([C:16]3[CH:17]=[CH:18][CH:19]=[CH:20][C:21]=3[CH:22]=1)=CC=CC=2)=O.C(=O)([O-])[O-].[K+].[K+]>CS(O)(=O)=O.ClCCl>[CH:10]1[C:5]2[C:4]3[C:5]([C:4]4[C:19]([C:18]=2[CH:17]=[CH:16][CH:15]=1)=[CH:20][CH:21]=[CH:22][CH:9]=4)=[CH:6][CH:7]=[C:8]1[C:3]=3[CH:8]=[CH:7][CH:1]=[CH:3]1 |f:1.2.3|. Procedure: 24.0 g of the resulting 9-(2-formylphenyl)phenanthrene and 100 mL of dichloromethane were placed in a flask. During stirring at room temperature, 6 drops of methanesulfonic acid were added to the flask by means of a Pasteur pipette. Stirring was conducted at room temperature for further 8 hours. After the completion of the reaction, 100 mL of a 10% aqueous solution of potassium carbonate was added. An aqueous phase was removed and an organic phase which had been separated was washed with water a... Reactants: C1(CC1)N1CNS(C2=C1C=CC(=C2)C(=O)OC)(=O)=O (4-cyclopropyl-3,4-dihydro-7-methoxycarbonyl-2H-1,2,4-benzothiadiazine 1,1-dioxide), [OH-].[Na+] (NaOH). Run in CO.O (methanol water). Run at temperature 40 celsius. The product is C(=O)(O)C1=CC2=C(N(CNS2(=O)=O)C2CC2)C=C1 (7-carboxy-4-cyclopropyl-3,4-dihydro-2H-1,2,4-benzothiadiazine 1,1-dioxide). As a reaction SMILES: [CH:1]1([N:4]2[C:9]3[CH:10]=[CH:11][C:12]([C:14]([O:16]C)=[O:15])=[CH:13][C:8]=3[S:7](=[O:19])(=[O:18])[NH:6][CH2:5]2)[CH2:3][CH2:2]1.[OH-].[Na+]>CO.O>[C:14]([C:12]1[CH:11]=[CH:10][C:9]2[N:4]([CH:1]3[CH2:2][CH2:3]3)[CH2:5][NH:6][S:7](=[O:19])(=[O:18])[C:8]=2[CH:13]=1)([OH:16])=[O:15] |f:1.2,3.4|. Reported procedure: A solution of the compound of Example 77 (3.5 mmol) in a mixture of methanol/water 1/1 (100 mL) containing NaOH (0.5 g) is heated at 40° C. for 3 hours. The methanol is then removed by distillation under reduced pressure and the resulting aqueous solution is adjusted to pH 2 by adding 6N HCl. The precipitate obtained is collected by filtration, washed with water and dried to yield the title product in the form of a white solid. The reactants are CN(C1(CCC2(OCCO2)CC1)C1=CC=CC=C1)C (N,N-dimethyl-8-phenyl-1,4-dioxaspiro[4.5]decan-8-amine). Solvent: Cl (Hydrogen chloride). Reaction conditions: temperature 25 celsius, time 16 hour. Product: CN(C1(CCC(CC1)=O)C1=CC=CC=C1)C (4-(Dimethylamino)-4-phenylcyclohexanone). Yield: 67.0%. RXN SMILES: [CH3:1][N:2]([CH3:19])[C:3]1([C:13]2[CH:18]=[CH:17][CH:16]=[CH:15][CH:14]=2)[CH2:12][CH2:11][C:6]2(OCC[O:7]2)[CH2:5][CH2:4]1>Cl>[CH3:1][N:2]([CH3:19])[C:3]1([C:13]2[CH:14]=[CH:15][CH:16]=[CH:17][CH:18]=2)[CH2:12][CH2:11][C:6](=[O:7])[CH2:5][CH2:4]1. Procedure details: Hydrogen chloride solution (50 ml, 6 mol/l) was added dropwise over 10 min to N,N-dimethyl-8-phenyl-1,4-dioxaspiro[4.5]decan-8-amine (4 g, 14 mmol) at 0° C. The cooling bath was removed and the solution stirred for 16 h at 25° C. Extraction was performed with ethyl acetate (3×50 ml), the aqueous phase was rendered alkaline with sodium hydroxide solution (6 mol/l) (pH=14) and extracted with dichloromethane (4×100 ml). The combined dichloromethane phases were washed with saturated sodium chloride ... The reactants are FC1=CC=C(C=C1)C1=NC2=CC=C(C=C2N=C1N1[C@H](COCC1)C)C(=O)OC ((S)-methyl 2-(4-fluorophenyl)-3-(3-methylmorpholino)quinoxaline-6-carboxylate), [OH-].[Na+] (NaOH). Solvent: CO (methanol), C(Cl)(Cl)Cl (CHCl3), O (water). Conditions: time 8 hour. Yields the product FC1=CC=C(C=C1)C1=NC2=CC=C(C=C2N=C1N1[C@H](COCC1)C)C(=O)O ((S)-2-(4-fluorophenyl)-3-(3-methylmorpholino)quinoxaline-6-carboxylic acid). Yield: 67.1%. As a reaction SMILES: [F:1][C:2]1[CH:7]=[CH:6][C:5]([C:8]2[C:17]([N:18]3[CH2:23][CH2:22][O:21][CH2:20][C@@H:19]3[CH3:24])=[N:16][C:15]3[C:10](=[CH:11][CH:12]=[C:13]([C:25]([O:27]C)=[O:26])[CH:14]=3)[N:9]=2)=[CH:4][CH:3]=1.[OH-].[Na+]>CO.C(Cl)(Cl)Cl.O>[F:1][C:2]1[CH:7]=[CH:6][C:5]([C:8]2[C:17]([N:18]3[CH2:23][CH2:22][O:21][CH2:20][C@@H:19]3[CH3:24])=[N:16][C:15]3[C:10](=[CH:11][CH:12]=[C:13]([C:25]([OH:27])=[O:26])[CH:14]=3)[N:9]=2)=[CH:4][CH:3]=1 |f:1.2|. Reported procedure: To a solution of (S)-methyl 2-(4-fluorophenyl)-3-(3-methylmorpholino)quinoxaline-6-carboxylate (140.0 mg, 0.37 mmol,) in methanol (15 mL) and CHCl3 (5 mL) was added a solution of NaOH (45 mg, 1.12 mmol) in water (1 mL). The resulting solution was stirred overnight at room temperature and concentrated in vacuo. The residue was dissolved in water (10 mL) and adjusted to pH 6 with hydrochloric acid (1N). The solids were collected by filtration to afford (S)-2-(4-fluorophenyl)-3-(3-methylmorpholino)... The reactants are ClC1=NC(=CC=C1CCl)Cl (2,6-dichloro-3-chloromethylpyridine), C(C)(=O)[O-].[Na+] (sodium acetate). The solvent is C(C)(=O)O (acetic acid). Product: ClC1=NC(=CC=C1COC(C)=O)Cl (2,6-dichloro-3-acetoxymethylpyridine). As a reaction SMILES: [Cl:1][C:2]1[C:7]([CH2:8]Cl)=[CH:6][CH:5]=[C:4]([Cl:10])[N:3]=1.[C:11]([O-:14])(=[O:13])[CH3:12].[Na+]>C(O)(=O)C>[Cl:1][C:2]1[C:7]([CH2:8][O:14][C:11](=[O:13])[CH3:12])=[CH:6][CH:5]=[C:4]([Cl:10])[N:3]=1 |f:1.2|. Reported procedure: 840 g (4.28 mols) of 2,6-dichloro-3-chloromethylpyridine, 700 g (8.5mols) of sodium acetate and 1,600 ml of anhydrous acetic acid are heated together for 4 hours under reflux. The reaction product is then freed from solvent by distilling the latter off, is made alkaline (pH 8-10) with aqueous sodium hydroxide solution and is suspended in water. The reaction product is extracted with diethyl ether and the organic phase is dried over magnesium sulphate and evaporated. After distilling the crude pr... The reactants are [Li+].C[Si](C)(C)[N-][Si](C)(C)C (LiHMDS), C(C1=CC=CC=C1)OC=1C=C(C2=C(N=CS2)C1)Br (5-(benzyloxy)-7-bromobenzo[d]thiazole), CI (MeI). Run in C1CCOC1 (THF), C1CCOC1 (THF), C1CCOC1 (THF). Reaction conditions: temperature -78 celsius, time 30 minute. The product is C(C1=CC=CC=C1)OC=1C=C(C2=C(N=C(S2)C)C1)Br (5-(benzyloxy)-7-bromo-2-methylbenzo[d]thiazole). RXN SMILES: [Li+].C[Si]([N-][Si](C)(C)C)(C)C.[CH2:11]([O:18][C:19]1[CH:20]=[C:21]([Br:28])[C:22]2[S:26][CH:25]=[N:24][C:23]=2[CH:27]=1)[C:12]1[CH:17]=[CH:16][CH:15]=[CH:14][CH:13]=1.[CH3:29]I>C1COCC1>[CH2:11]([O:18][C:19]1[CH:20]=[C:21]([Br:28])[C:22]2[S:26][C:25]([CH3:29])=[N:24][C:23]=2[CH:27]=1)[C:12]1[CH:13]=[CH:14][CH:15]=[CH:16][CH:17]=1 |f:0.1|. Procedure details: A 1.0 M THF solution of LiHMDS (3.0 mL, 3.0 mmol) was diluted into THF (20 mL) under Ar, and the resulting solution was cooled to −78° C. 5-(benzyloxy)-7-bromobenzo[d]thiazole (4.03) (807 mg, 2.52 mmol) was added as a solution in THF (4 mL) over 2 min, washing with additional THF (3×2 mL). The resulting mixture was stirred 30 min, and MeI (0.47 mL, 7.6 mmol) was added in one portion. After stifling an additional 10 min, the mixture was removed from the cold bath and was allowed to warm to r.t. A...